From a dataset of the Open Reaction Database (ORD), a public repository of structured organic reaction records. describe an organic reaction: reactants, conditions, products, and yield The reactants are NC=1C=C(C=CC1)N1CC(NCC1)C(=O)N (4-(3-aminophenyl)-2-piperazinecarboxamide), [OH-].[K+] (potassium hydroxide). Reaction SMILES: [NH2:1][C:2]1[CH:3]=[C:4]([N:8]2[CH2:13][CH2:12][NH:11][CH:10]([C:14](N)=[O:15])[CH2:9]2)[CH:5]=[CH:6][CH:7]=1.[OH-:17].[K+]>>[NH2:1][C:2]1[CH:3]=[C:4]([N:8]2[CH2:13][CH2:12][NH:11][CH:10]([C:14]([OH:15])=[O:17])[CH2:9]2)[CH:5]=[CH:6][CH:7]=1 |f:1.2|. Yields the product NC=1C=C(C=CC1)N1CC(NCC1)C(=O)O (4-(3-Aminophenyl)-2-piperazinecarboxylic acid). Reported procedure: In a manner similar to Preparation 17, react 4-(3-aminophenyl)-2-piperazinecarboxamide with potassium hydroxide to obtain the title compound. Reactants: C(C)(=O)C1=CC=C(C=C1)SCC(CCC(=O)OC)C(N(CCCCC)CCCCC)=O (methyl 5-(4-acetylphenylthio)-4-(N,N-dipentylcarbamoyl)pentanoate), ClC1=CC(=CC=C1)C(=O)OO (m-chloroperbenzoic acid), ClCCl (dichloromethane), S(=O)([O-])[O-].[Na+].[Na+] (sodium sulfite). Conditions: temperature 0 celsius. The product is C(C)(=O)C1=CC=C(C=C1)S(=O)(=O)CC(CCC(=O)OC)C(N(CCCCC)CCCCC)=O (methyl 5-(4-acetylphenylsulfonyl)-4-(N,N-dipentylcarbamoyl)pentanoate). RXN SMILES: C(C1C=CC(S[CH2:11][CH:12]([C:19](=[O:31])[N:20]([CH2:26][CH2:27][CH2:28][CH2:29][CH3:30])[CH2:21][CH2:22][CH2:23][CH2:24][CH3:25])[CH2:13][CH2:14][C:15]([O:17][CH3:18])=[O:16])=CC=1)(=O)C.Cl[C:33]1[CH:38]=[CH:37][CH:36]=[C:35]([C:39]([O:41]O)=O)[CH:34]=1.[S:43]([O-:46])([O-])=[O:44].[Na+].[Na+].Cl[CH2:50]Cl>>[C:39]([C:35]1[CH:34]=[CH:33][C:38]([S:43]([CH2:11][CH:12]([C:19](=[O:31])[N:20]([CH2:26][CH2:27][CH2:28][CH2:29][CH3:30])[CH2:21][CH2:22][CH2:23][CH2:24][CH3:25])[CH2:13][CH2:14][C:15]([O:17][CH3:18])=[O:16])(=[O:46])=[O:44])=[CH:37][CH:36]=1)(=[O:41])[CH3:50] |f:2.3.4|. Reported procedure: Into a solution of methyl 5-(4-acetylphenylthio)-4-(N,N-dipentylcarbamoyl)pentanoate (0.44 g) in dry dichloromethane (10 ml) were added portions of m-chloroperbenzoic acid (80%, 0.52 g) with stirring at 0° C. After stirring at room temperature for 2 hours, sodium sulfite was added. The reaction mixture was washed with a saturated sodium bicarbonate solution and water, dried over MgSO4, and concentrated in vacuo. The residue was purified by flash column chromatography on silica by eluting with ch... Starting materials: CCCCCCOc1ccc(C(=O)O)cc1, CN(C)C=O, O=C(Cl)C(=O)Cl, ClCCl. Yields the product CCCCCCOc1ccc(C(=O)Cl)cc1. RXN SMILES: [CH2:1]([CH2:2][CH2:3][CH2:4][CH2:5][CH3:6])[O:7][c:8]1[cH:9][cH:10][c:11]([C:12](=[O:13])[OH:14])[cH:15][cH:16]1.[CH3:17][N:18]([CH3:19])[CH:20]=[O:21].[Cl:22][C:23]([C:24]([Cl:25])=[O:26])=[O:27].[Cl:28][CH2:29][Cl:30]>>[CH2:1]([CH2:2][CH2:3][CH2:4][CH2:5][CH3:6])[O:7][c:8]1[cH:9][cH:10][c:11]([C:12](=[O:13])[Cl:22])[cH:15][cH:16]1. Reactants: BrC1=CC(=C(C=C1)C1(CC1)C(=O)NN)F (1-(4-Bromo-2-fluorophenyl)cyclopropanecarbohydrazide), [Si](C)(C)(C(C)(C)C)OC[C@]1(CC(=NCCS1)SC)C ((7R)-7-({[t-Butyl(dimethyl)silyl]oxy}methyl)-7-methyl-5-(methylthio)-2,3,6,7-tetrahydro-1,4-thiazepine). Run in C(CCC)O (n-butanol). Yields the product BrC1=CC(=C(C=C1)C1(CC1)C1=NN=C2N1CCS[C@@](C2)(C)CO[Si](C)(C)C(C)(C)C)F ((8R)-3-[1-(4-Bromo-2-fluorophenyl)cyclopropyl]-8-({[tert-butyl(dimethyl)silyl]oxy}methyl)-8-methyl-5,6,8,9-tetrahydro[1,2,4]triazolo[4,3-d][1,4]thiazepine). Isolated yield 100.1%. RXN SMILES: [Br:1][C:2]1[CH:7]=[CH:6][C:5]([C:8]2([C:11]([NH:13][NH2:14])=O)[CH2:10][CH2:9]2)=[C:4]([F:15])[CH:3]=1.[Si:16]([O:23][CH2:24][C@:25]1([CH3:34])[S:31][CH2:30][CH2:29][N:28]=[C:27](SC)[CH2:26]1)([C:19]([CH3:22])([CH3:21])[CH3:20])([CH3:18])[CH3:17]>C(O)CCC>[Br:1][C:2]1[CH:7]=[CH:6][C:5]([C:8]2([C:11]3[N:28]4[CH2:29][CH2:30][S:31][C@:25]([CH2:24][O:23][Si:16]([C:19]([CH3:22])([CH3:21])[CH3:20])([CH3:18])[CH3:17])([CH3:34])[CH2:26][C:27]4=[N:14][N:13]=3)[CH2:10][CH2:9]2)=[C:4]([F:15])[CH:3]=1. Procedure: A solution of the compound (2.00 g, 7.32 mmol) obtained in Example 14-4) and the compound (2.57 g, 8.06 mmol) obtained in Example 4-1) in n-butanol (40 mL) was stirred at 140° C. for 8 h. The reaction mixture was cooled to room temperature and concentrated under reduced pressure. The residue was purified by silica gel chromatography (ethyl acetate) to obtain the title compound (3.86 g, quant.) as a yellow solid. Reactants: N[C@@H]1[C@@H](CCCC1)NC(C1=C(C=C(C=C1C(F)(F)F)C(F)(F)F)OC)=O (cis-N-(2-Amino-cyclohexyl)-2-methoxy-4,6-bis-trifluoromethyl-benzamide), N[C@@H]1[C@@H](CCCC1)NC(C1=C(C=C(C=C1C(F)(F)F)C(F)(F)F)OC)=O (cis-N-(2-Amino-cyclohexyl)-2-methoxy-4,6-bis-trifluoromethyl-benzamide), BrCCCC(C)Br (1,4-dibromopentane). Product: COC1=C(C(=O)N[C@H]2[C@H](CCCC2)N2C(CCC2)C)C(=CC(=C1)C(F)(F)F)C(F)(F)F (cis-2-Methoxy-N-[2-(2-methyl-pyrrolidin-1-yl)-cyclohexyl]-4,6-bis-trifluoromethyl-benzamide). As a reaction SMILES: [NH2:1][C@H:2]1[CH2:7][CH2:6][CH2:5][CH2:4][C@H:3]1[NH:8][C:9](=[O:26])[C:10]1[C:15]([C:16]([F:19])([F:18])[F:17])=[CH:14][C:13]([C:20]([F:23])([F:22])[F:21])=[CH:12][C:11]=1[O:24][CH3:25].Br[CH2:28][CH2:29][CH2:30][CH:31](Br)[CH3:32]>>[CH3:25][O:24][C:11]1[CH:12]=[C:13]([C:20]([F:21])([F:22])[F:23])[CH:14]=[C:15]([C:16]([F:19])([F:18])[F:17])[C:10]=1[C:9]([NH:8][C@@H:3]1[CH2:4][CH2:5][CH2:6][CH2:7][C@@H:2]1[N:1]1[CH2:32][CH2:31][CH2:30][CH:29]1[CH3:28])=[O:26]. Procedure details: The title compound, MS: m/e=453.2 [(M+H)+], was prepared in accordance with the general method of example 10 from cis-N-(2-amino-cyclohexyl)-2-methoxy-4,6-bis-trifluoromethyl-benzamide (intermediate H) and 1,4-dibromopentane. The two diastereomers were not separated. Starting materials: O=C([O-])[O-], CI, CN(C)C=O, CCc1cc2c(Cl)cc(F)c(-n3c(=O)cc(C(F)(F)F)[nH]c3=O)c2o1, [K+], [K+], O. Yields the product CCc1cc2c(Cl)cc(F)c(-n3c(=O)cc(C(F)(F)F)n(C)c3=O)c2o1. Reaction SMILES: [C:26](=[O:27])([O-:28])[O-:29].[CH3:32][I:33].[CH3:35][N:36]([CH3:37])[CH:38]=[O:39].[Cl:1][c:2]1[cH:3][c:4]([F:25])[c:5](-[n:13]2[c:14](=[O:24])[nH:15][c:16]([C:20]([F:21])([F:22])[F:23])[cH:17][c:18]2=[O:19])[c:6]2[c:7]1[cH:8][c:9]([CH2:11][CH3:12])[o:10]2.[K+:30].[K+:31].[OH2:34]>>[Cl:1][c:2]1[cH:3][c:4]([F:25])[c:5](-[n:13]2[c:14](=[O:24])[n:15]([CH3:26])[c:16]([C:20]([F:21])([F:22])[F:23])[cH:17][c:18]2=[O:19])[c:6]2[c:7]1[cH:8][c:9]([CH2:11][CH3:12])[o:10]2.